The task is: describe an organic reaction: reactants, conditions, products, and yield. This data is from the Open Reaction Database (ORD), a public repository of structured organic reaction records. The reactants are ice water, COC(CC=O)CC=C (3-methoxy-5-hexenal), S(=O)(=O)(O)O.NO (hydroxylamine sulfate), C(C)(=O)[O-].[Na+] (sodium acetate), O (water). The solvent is C(C)O (ethanol). Run at time 12 hour. The product is COC(CC=NO)CC=C (3-methoxy-5-hexenal oxime). Isolated yield 46.2%. Reaction SMILES: [CH3:1][O:2][CH:3]([CH2:7][CH:8]=[CH2:9])[CH2:4][CH:5]=O.S(O)(O)(=O)=O.[NH2:15][OH:16].C([O-])(=O)C.[Na+].O>C(O)C>[CH3:1][O:2][CH:3]([CH2:7][CH:8]=[CH2:9])[CH2:4][CH:5]=[N:15][OH:16] |f:1.2,3.4|. Procedure: A mixture of 3-methoxy-5-hexenal (3.0 g, contaminated with dichloromethane and triethylamine), hydroxylamine sulfate (990 mg) and sodium acetate (624 mg) in ethanol (6.5 mL)-water (0.65 mL) was stirred at room temperature for 12 hours. The reaction solution was poured into ice water, followed by extraction with ethyl acetate. The extract was washed with a saturated sodium chloride solution and then dried over anhydrous magnesium sulfate. The drying agent was removed by filtration and the filtrat...